Dataset: the Open Reaction Database (ORD), a public repository of structured organic reaction records. Task: describe an organic reaction: reactants, conditions, products, and yield The reactants are C(C)(C)(C)C1=CC=C(C=C1)CC(=O)N[C@H](C1=NC=C(C=C1)OCC(F)(F)F)C=1N=NN(C1)CCO (2-(4-tert-Butylphenyl)-N-{(S)-[1-(2-hydroxyethyl)-1H-1,2,3-triazol-4-yl][5-(2,2,2-trifluoroethoxy)pyridin-2-yl]methyl}acetamide), C(C)(C)N(CC)C(C)C (diisopropylethylamine), FC(C(C(C(F)(F)F)(F)F)(F)F)(S(=O)(=O)F)F (perfluorobutanesulfonyl fluoride). Solvent: CC#N (CH3CN), O (water). Reaction conditions: time 16 hour. The product is C(C)(C)(C)C1=CC=C(C=C1)CC(=O)N[C@H](C1=NC=C(C=C1)OCC(F)(F)F)C=1N=NN(C1)CCF (2-(4-tert-Butylphenyl)-N-{(S)-[1-(2-fluoroethyl)-1H-1,2,3-triazol-4-yl][5-(2,2,2-trifluoroethoxy)pyridin-2-yl]methyl}acetamide). Yield: 53.3%. Reaction SMILES: [C:1]([C:5]1[CH:10]=[CH:9][C:8]([CH2:11][C:12]([NH:14][C@@H:15]([C:28]2[N:29]=[N:30][N:31]([CH2:33][CH2:34]O)[CH:32]=2)[C:16]2[CH:21]=[CH:20][C:19]([O:22][CH2:23][C:24]([F:27])([F:26])[F:25])=[CH:18][N:17]=2)=[O:13])=[CH:7][CH:6]=1)([CH3:4])([CH3:3])[CH3:2].C(N(C(C)C)CC)(C)C.[F:45]C(F)(S(F)(=O)=O)C(F)(F)C(F)(F)C(F)(F)F>CC#N.O>[C:1]([C:5]1[CH:10]=[CH:9][C:8]([CH2:11][C:12]([NH:14][C@@H:15]([C:28]2[N:29]=[N:30][N:31]([CH2:33][CH2:34][F:45])[CH:32]=2)[C:16]2[CH:21]=[CH:20][C:19]([O:22][CH2:23][C:24]([F:26])([F:25])[F:27])=[CH:18][N:17]=2)=[O:13])=[CH:7][CH:6]=1)([CH3:2])([CH3:4])[CH3:3]. Procedure: To a solution of 2-(4-tert-Butylphenyl)-N-{(S)-[1-(2-hydroxyethyl)-1H-1,2,3-triazol-4-yl][5-(2,2,2-trifluoroethoxy)pyridin-2-yl]methyl}acetamide (32.00 mg, 0.0650 mmol) in 0.5 ml of anhydrous CH3CN at RT was added diisopropylethylamine (0.0450 ml, 0.260 mmol), diisopropylethylamine dihydrogen fluoride complex (0.0180 ml, 0.0980 mmol), and perfluorobutanesulfonyl fluoride (0.0230 ml, 0.130 mmol). The resulting solution was stirred at room temperature for 16 hours. The reaction mixture was diluted... Yield: 96.8%. The product is ON(C(C1=CC=C(C=C1)[N+](=O)[O-])=O)C1=CC=CC=C1 (N-hydroxy-4-nitro-N-phenylbenzamide). The reactants are [N+](=O)([O-])C1=CC=C(C=O)C=C1 (4-nitrobenzaldehyde), N(=O)C1=CC=CC=C1 (nitrosobenzene). Run at time 2 minute. As a reaction SMILES: [N+:1]([C:4]1[CH:11]=[CH:10][C:7]([CH:8]=[O:9])=[CH:6][CH:5]=1)([O-:3])=[O:2].[N:12]([C:14]1[CH:19]=[CH:18][CH:17]=[CH:16][CH:15]=1)=[O:13]>ClCCl.C1CCN2C(=NCCC2)CC1>[OH:13][N:12]([C:14]1[CH:19]=[CH:18][CH:17]=[CH:16][CH:15]=1)[C:8](=[O:9])[C:7]1[CH:6]=[CH:5][C:4]([N+:1]([O-:3])=[O:2])=[CH:11][CH:10]=1. Procedure: Scale up: DBU (3.8 mg, 0.025 mmol) was added under argon to a solution of 4-nitrobenzaldehyde (3 g, 20 mmol), nitrosobenzene (2.14 g, 20 mmol) and catalyst (9 mg, 0.025 mmol) in dichloromethane (100 mL). The reaction mixture was stirred at room temperature for 2 min. The product precipitated as a yellow solid. The solvent was removed under vacuum, and the solid was washed with hexane and ether to yield a pure product (5 g). Run in ClCCl (dichloromethane). The reagents and catalysts are catalyst, C1CCC2=NCCCN2CC1 (DBU). Starting materials: CC1=CC(=NC(=N1)C(F)(F)F)C(=O)OCC (ethyl 6-methyl-2-(trifluoromethyl)pyrimidine-4-carboxylate), BrBr (bromine), BrBr (bromine). Solvent: C(C)(=O)O (acetic acid). Reaction conditions: temperature 80 celsius. Yields the product BrCC1=CC(=NC(=N1)C(F)(F)F)C(=O)OCC (Ethyl 6-(bromomethyl)-2-(trifluoromethyl)pyrimidine-4-carboxylate). As a reaction SMILES: [CH3:1][C:2]1[N:7]=[C:6]([C:8]([F:11])([F:10])[F:9])[N:5]=[C:4]([C:12]([O:14][CH2:15][CH3:16])=[O:13])[CH:3]=1.[Br:17]Br>C(O)(=O)C>[Br:17][CH2:1][C:2]1[N:7]=[C:6]([C:8]([F:11])([F:10])[F:9])[N:5]=[C:4]([C:12]([O:14][CH2:15][CH3:16])=[O:13])[CH:3]=1. Procedure details: A solution of ethyl 6-methyl-2-(trifluoromethyl)pyrimidine-4-carboxylate (2.00 g, 8.54 mmol, prepared as described in WO2007/090748) in acetic acid (12 mL) was treated with bromine (1.36 g, 8.54 mmol) and the reaction was heated to 80° C. in a sealed vial for 30 minutes, at which time, the color of bromine was dissipated. The acetic acid was removed in vacuo and was followed by dissolving of the residue in toluene and removal of solvent in vacuo. The percent by weight of desired component in the... The reactants are CN1C(C(=CC(=C1)C1CCC(CC1)=O)C)=O (1,3-dimethyl-5-(4-oxo-cyclohexyl)-1H-pyridin-2-one), N1CC(C1)NC(=O)CNC(C1=CC(=CC=C1)C(F)(F)F)=O (N-(azetidin-3-ylcarbamoylmethyl)-3-trifluoromethyl-benzamide). Yields the product CN1C=C(C=C(C1=O)C)C1CCC(CC1)N1CC(C1)NC(=O)CNC(C1=CC(=CC=C1)C(F)(F)F)=O (N-({1-[4-(1,5-Dimethyl-6-oxo-1,6-dihydro-pyridin-3-yl)-cyclohexyl]-azetidin-3-ylcarbamoyl}-methyl)-3-trifluoromethyl-benzamide). As a reaction SMILES: [CH3:1][N:2]1[CH:7]=[C:6]([CH:8]2[CH2:13][CH2:12][C:11](=O)[CH2:10][CH2:9]2)[CH:5]=[C:4]([CH3:15])[C:3]1=[O:16].[NH:17]1[CH2:20][CH:19]([NH:21][C:22]([CH2:24][NH:25][C:26](=[O:37])[C:27]2[CH:32]=[CH:31][CH:30]=[C:29]([C:33]([F:36])([F:35])[F:34])[CH:28]=2)=[O:23])[CH2:18]1>>[CH3:1][N:2]1[C:3](=[O:16])[C:4]([CH3:15])=[CH:5][C:6]([CH:8]2[CH2:13][CH2:12][CH:11]([N:17]3[CH2:20][CH:19]([NH:21][C:22]([CH2:24][NH:25][C:26](=[O:37])[C:27]4[CH:32]=[CH:31][CH:30]=[C:29]([C:33]([F:36])([F:34])[F:35])[CH:28]=4)=[O:23])[CH2:18]3)[CH2:10][CH2:9]2)=[CH:7]1. Procedure: The title compounds were prepared as white solids from the reductive amination of 1,3-dimethyl-5-(4-oxo-cyclohexyl)-1H-pyridin-2-one (as prepared in the previous step) and N-(azetidin-3-ylcarbamoylmethyl)-3-trifluoromethyl-benzamide using the procedure described in Step F of Example 1. Reactants: C1CCOC1, COC(=O)c1ccc(O)cc1, CN(C)CCCO, c1ccc(P(c2ccccc2)c2ccccc2)cc1. Yields the product COC(=O)c1ccc(OCCCN(C)C)cc1. RXN SMILES: [CH2:38]1[O:39][CH2:40][CH2:41][CH2:42]1.[CH3:1][O:2][C:3]([c:4]1[cH:5][cH:6][c:7]([OH:10])[cH:8][cH:9]1)=[O:11].[CH3:31][N:32]([CH2:33][CH2:34][CH2:35][OH:36])[CH3:37].[c:12]1([P:13]([c:14]2[cH:15][cH:16][cH:17][cH:18][cH:19]2)[c:20]2[cH:21][cH:22][cH:23][cH:24][cH:25]2)[cH:26][cH:27][cH:28][cH:29][cH:30]1>>[CH3:1][O:2][C:3]([c:4]1[cH:5][cH:6][c:7]([O:10][CH2:35][CH2:34][CH2:33][N:32]([CH3:31])[CH3:37])[cH:8][cH:9]1)=[O:11]. Starting materials: NC1=C(C(=O)NC2=NN=NN2)C=CC=C1C (2-amino-3-methyl-N-(1H-tetrazol-5-yl)benzamide), C(C)OC(OCC)OCC (triethoxymethane). Yields the product CC=1C=CC=C2C(N(C=NC12)C1=NN=NN1)=O (8-methyl-3-(1H-tetrazol-5-yl)-4(3H)-quinazolinone). RXN SMILES: [NH2:1][C:2]1[C:15]([CH3:16])=[CH:14][CH:13]=[CH:12][C:3]=1[C:4]([NH:6][C:7]1[NH:11][N:10]=[N:9][N:8]=1)=[O:5].[CH2:17](OC(OCC)OCC)C>>[CH3:16][C:15]1[CH:14]=[CH:13][CH:12]=[C:3]2[C:2]=1[N:1]=[CH:17][N:6]([C:7]1[NH:11][N:10]=[N:9][N:8]=1)[C:4]2=[O:5]. Reported procedure: Reaction of 2-amino-3-methyl-N-(1H-tetrazol-5-yl)benzamide with triethoxymethane gave 8-methyl-3-(1H-tetrazol-5-yl)-4(3H)-quinazolinone melting at about 268° C. (dec) after recrystallization from dimethylformamide.